This data is from the Open Reaction Database (ORD), a public repository of structured organic reaction records. The task is: describe an organic reaction: reactants, conditions, products, and yield Reactants: CCO, [H][H], CNc1cc(NS(=O)(=O)c2ccc(N)cc2)cc(Br)n1. Yields the product CNc1cc(NS(=O)(=O)c2ccc(N)cc2)ccn1. Reaction SMILES: [CH3:23][CH2:24][OH:25].[H:21][H:22].[NH2:1][c:2]1[cH:3][cH:4][c:5]([S:8](=[O:9])(=[O:10])[NH:11][c:12]2[cH:13][c:14]([Br:20])[n:15][c:16]([NH:18][CH3:19])[cH:17]2)[cH:6][cH:7]1>>[NH2:1][c:2]1[cH:3][cH:4][c:5]([S:8](=[O:9])(=[O:10])[NH:11][c:12]2[cH:13][cH:14][n:15][c:16]([NH:18][CH3:19])[cH:17]2)[cH:6][cH:7]1. Starting materials: N1(C=NC=C1)C1=CC=C(C=C1)C=1C(CC(NN1)=O)C (6-[4-(1-imidazolyl)-phenyl]-5-methyl-3-oxo-2,3,4,5-tetrahydropyridazine), C(\C=C\C(=O)O)(=O)O (fumaric acid). The solvent is C(C)O (ethanol). Product: C(\C=C\C(=O)O)(=O)O.N1(C=NC=C1)C1=CC=C(C=C1)C=1C(CC(NN1)=O)C (6-[4-(1-Imidazolyl)-phenyl]-5-methyl-3-oxo-2,3,4,5-tetrahydropyridazine fumarate). Reaction SMILES: [N:1]1([C:6]2[CH:11]=[CH:10][C:9]([C:12]3[CH:13]([CH3:19])[CH2:14][C:15](=[O:18])[NH:16][N:17]=3)=[CH:8][CH:7]=2)[CH:5]=[CH:4][N:3]=[CH:2]1.[C:20]([OH:27])(=[O:26])/[CH:21]=[CH:22]/[C:23]([OH:25])=[O:24]>C(O)C>[C:20]([OH:27])(=[O:26])/[CH:21]=[CH:22]/[C:23]([OH:25])=[O:24].[N:1]1([C:6]2[CH:7]=[CH:8][C:9]([C:12]3[CH:13]([CH3:19])[CH2:14][C:15](=[O:18])[NH:16][N:17]=3)=[CH:10][CH:11]=2)[CH:5]=[CH:4][N:3]=[CH:2]1 |f:3.4|. Procedure details: A mixture of 5 g of 6-[4-(1-imidazolyl)-phenyl]-5-methyl-3-oxo-2,3,4,5-tetrahydropyridazine and 2.3 g of fumaric acid was heated in 250 ml of ethanol until the solid had all dissolved. The solution was then evaporated to dryness, and the residue was dried. The reactants are O=c1ccc(Br)c[nH]1, CC(C)(C)[O-], COCCOC, CCCCCC, ClC(Cl)Cl, CC(C)I, [K+], [K+], [K+], O=C([O-])[O-]. Yields the product CC(C)n1cc(Br)ccc1=O. RXN SMILES: [Br:7][c:8]1[cH:9][cH:10][c:11](=[O:14])[nH:12][cH:13]1.[CH3:1][C:2]([CH3:3])([CH3:4])[O-:5].[CH3:25][O:26][CH2:27][CH2:28][O:29][CH3:30].[CH3:35][CH2:36][CH2:37][CH2:38][CH2:39][CH3:40].[Cl:31][CH:32]([Cl:33])[Cl:34].[I:21][CH:22]([CH3:23])[CH3:24].[K+:15].[K+:16].[K+:6].[O-:17][C:18]([O-:19])=[O:20]>>[CH3:1][CH:2]([CH3:3])[n:12]1[c:11](=[O:14])[cH:10][cH:9][c:8]([Br:7])[cH:13]1. Reactants: C(CC#C)C1C(=C(C(O1)=O)O)O (5-(3-Butynyl)-3,4-dihydroxy-2(5H)-furanone), IC1=CC2=CC=CC=C2C=C1 (2-iodonaphthalene), OC=1C(OC(C1O)CCC#CC1=CC=CC=C1)=O (3,4-dihydroxy-5-[(4-phenyl)-3-butynyl]-2(5H)-furanone). The product is OC=1C(OC(C1O)CCC#CC1=CC2=CC=CC=C2C=C1)=O (3,4-dihydroxy-5-[4-(2-naphthyl)-3-butynyl]-2(5H)-furanone). The yield is 78.2%. Reaction SMILES: [CH2:1]([CH:5]1[O:9][C:8](=[O:10])[C:7]([OH:11])=[C:6]1[OH:12])[CH2:2][C:3]#[CH:4].I[C:14]1[CH:23]=[CH:22][C:21]2[C:16](=[CH:17][CH:18]=[CH:19][CH:20]=2)[CH:15]=1.OC1C(=O)OC(CCC#CC2C=CC=CC=2)C=1O>>[OH:11][C:7]1[C:8](=[O:10])[O:9][CH:5]([CH2:1][CH2:2][C:3]#[C:4][C:14]2[CH:23]=[CH:22][C:21]3[C:16](=[CH:17][CH:18]=[CH:19][CH:20]=3)[CH:15]=2)[C:6]=1[OH:12]. Procedure: 5-(3-Butynyl)-3,4-dihydroxy-2(5H)-furanone (0.17 g, 1.0 mmol) and 300 μL (2.0 mmol) of 2-iodonaphthalene were coupled in an analogous fashion as described for the synthesis of 3,4-dihydroxy-5-[(4-phenyl)-3-butynyl]-2(5H)-furanone. The residue was purified over silica gel using CHCl3 /MeOH/AcOH (96/3/1) as eluant and dried at 0.05 mm Hg at 58° C. for 2 h to provide 230 mg (75%) of 3,4-dihydroxy-5-[4-(2-naphthyl)-3-butynyl]-2(5H)-furanone as a yellow wax: 1H NMR (acetone-d6) δ 8.4-8.3 (m, 1H), 7.9... The reactants are CC1=C(C=CC=C1)P(C1=C(C=CC=C1)C)C1=C(C=CC=C1)C (tris(2-methylphenyl)phosphine), COC(C(CC=C)NC(C1=C(C=CC=C1Cl)Cl)=O)=O (2-(2,6-dichlorobenzamido)pent-4-enoic acid methyl ester), IC1=CC=C(C=C1)C1(CCOCC1)O (tetrahydro-4-(4-iodophenyl)-2H-pyran-4-ol), C([O-])([O-])=O.[K+].[K+] (potassium carbonate). Reagents/catalysts: C(C)(=O)[O-].[Pd+2].C(C)(=O)[O-] (palladium acetate). Run in CN(C)C=O (DMF), C(C)(=O)OCC (ethyl acetate). Conditions: temperature 80 celsius, time 6 hour. Product: COC(C(C\C=C\C1=CC=C(C=C1)C1(CCOCC1)O)NC(C1=C(C=CC=C1Cl)Cl)=O)=O ((E)-2-(2,6-dichlorobenzamido)-5-[4-(4-hydroxytetrahydropyran-4-yl)-phenyl]pent-4-enoic acid methyl ester). Yield: 5.9%. Reaction SMILES: CC1C=CC=CC=1P(C1C=CC=CC=1C)C1C=CC=CC=1C.[CH3:23][O:24][C:25](=[O:41])[CH:26]([NH:30][C:31](=[O:40])[C:32]1[C:37]([Cl:38])=[CH:36][CH:35]=[CH:34][C:33]=1[Cl:39])[CH2:27][CH:28]=[CH2:29].I[C:43]1[CH:48]=[CH:47][C:46]([C:49]2([OH:55])[CH2:54][CH2:53][O:52][CH2:51][CH2:50]2)=[CH:45][CH:44]=1.C(=O)([O-])[O-].[K+].[K+]>CN(C=O)C.C([O-])(=O)C.[Pd+2].C([O-])(=O)C.C(OCC)(=O)C>[CH3:23][O:24][C:25](=[O:41])[CH:26]([NH:30][C:31](=[O:40])[C:32]1[C:33]([Cl:39])=[CH:34][CH:35]=[CH:36][C:37]=1[Cl:38])[CH2:27]/[CH:28]=[CH:29]/[C:43]1[CH:44]=[CH:45][C:46]([C:49]2([OH:55])[CH2:54][CH2:53][O:52][CH2:51][CH2:50]2)=[CH:47][CH:48]=1 |f:3.4.5,7.8.9|. Procedure: Under an argon atmosphere, palladium acetate (4.7 mg) and tris(2-methylphenyl)phosphine (6.1 mg) were added to a suspension of 2-(2,6-dichlorobenzamido)pent-4-enoic acid methyl ester (60.4 mg), tetrahydro-4-(4-iodophenyl)-2H-pyran-4-ol (60.8 mg) and potassium carbonate (41.5 mg) in DMF (4 ml), and the resulting mixture was stirred at 80° C. for 6 hours. After cooling the reaction solution to room temperature, ethyl acetate was added thereto and the solution was washed 3 times with water and once...